From a dataset of the Open Reaction Database (ORD), a public repository of structured organic reaction records. describe an organic reaction: reactants, conditions, products, and yield Starting materials: ClC1=NC=CC2=CC=C(C=C12)OC (1-chloro-7-methoxyisoquinoline), OCC1CN(C(O1)C1=CC=CC=C1)C(C)C (5-hydroxymethyl-3-isopropyl-2-phenyl-oxazolidine), [K] (potassium). Solvent: C(C)(C)(C)O (tert.butanol). Yields the product C(C)(C)N1C(OC(C1)COC1=NC=CC2=CC=C(C=C12)OC)C1=CC=CC=C1 (1-(3-isopropyl-2-phenyl-5-oxazolidinylmethoxy)-7-methoxyisoquinoline). Reaction SMILES: [K].Cl[C:3]1[C:12]2[C:7](=[CH:8][CH:9]=[C:10]([O:13][CH3:14])[CH:11]=2)[CH:6]=[CH:5][N:4]=1.[OH:15][CH2:16][CH:17]1[O:21][CH:20]([C:22]2[CH:27]=[CH:26][CH:25]=[CH:24][CH:23]=2)[N:19]([CH:28]([CH3:30])[CH3:29])[CH2:18]1>C(O)(C)(C)C>[CH:28]([N:19]1[CH2:18][CH:17]([CH2:16][O:15][C:3]2[C:12]3[C:7](=[CH:8][CH:9]=[C:10]([O:13][CH3:14])[CH:11]=3)[CH:6]=[CH:5][N:4]=2)[O:21][CH:20]1[C:22]1[CH:27]=[CH:26][CH:25]=[CH:24][CH:23]=1)([CH3:30])[CH3:29] |^1:0|. Reported procedure: 0.3 g of potassium are dissolved in 15 cc of absolute tert.butanol, and 1.5 g of 1-chloro-7-methoxyisoquinoline and 1.7 g of 5-hydroxymethyl-3-isopropyl-2-phenyl-oxazolidine are added. The solution is heated to 50° for 1 hour, whereupon it is evaporated to dryness. The product is digested with water, extracted with ether, the ether phase is dried and the ether is distilled off. 1-(3-isopropyl-2-phenyl-5-oxazolidinylmethoxy)-7-methoxyisoquinoline is obtained as an oil. Reactants: CI, CCCSc1nc(Cl)ccc1C(=O)NC1CCOCC1, [H-], [Na+], CN(C)C=O. The product is CCCSc1nc(Cl)ccc1C(=O)N(C)C1CCOCC1. RXN SMILES: [CH3:23][I:24].[Cl:1][c:2]1[n:3][c:4]([S:17][CH2:18][CH2:19][CH3:20])[c:5]([C:6](=[O:7])[NH:8][CH:9]2[CH2:10][CH2:11][O:12][CH2:13][CH2:14]2)[cH:15][cH:16]1.[H-:21].[Na+:22].[O:25]=[CH:26][N:27]([CH3:28])[CH3:29]>>[Cl:1][c:2]1[n:3][c:4]([S:17][CH2:18][CH2:19][CH3:20])[c:5]([C:6](=[O:7])[N:8]([CH:9]2[CH2:10][CH2:11][O:12][CH2:13][CH2:14]2)[CH3:23])[cH:15][cH:16]1. Reactants: COC(C=1C=C(C(=O)OC(C)(C)C)C=C(C1)[N+](=O)[O-])=O (5-Nitro-isophthalic acid 1-tert-butyl ester 3-methyl ester), CO (MeOH). Reagents/catalysts: [Pd] (Palladium on charcoal). The solvent is CCO (EtOH), O (H2O). Reaction conditions: temperature 50 celsius. Yields the product COC(C=1C=C(C(=O)OC(C)(C)C)C=C(C1)N)=O (5-Amino-isophthalic acid 1-tert-butyl ester 3-methyl ester). Yield: 71.2%. Reaction SMILES: [CH3:1][O:2][C:3](=[O:20])[C:4]1[CH:5]=[C:6]([CH:14]=[C:15]([N+:17]([O-])=O)[CH:16]=1)[C:7]([O:9][C:10]([CH3:13])([CH3:12])[CH3:11])=[O:8].CO>[Pd].CCO.O>[CH3:1][O:2][C:3](=[O:20])[C:4]1[CH:5]=[C:6]([CH:14]=[C:15]([NH2:17])[CH:16]=1)[C:7]([O:9][C:10]([CH3:13])([CH3:11])[CH3:12])=[O:8]. Procedure: A mixture of 5-nitro-isophthalic acid 1-tert-butyl ester 3-methyl ester (D78) (5.3 g, 19 mmol, 1 equiv), NH4COOH (11.9 g, 190 mmol, 10 equiv) and 10% Palladium on charcoal (50% wet, 0.75 g, 7% w/w) in EtOH (50 ml) and H2O (25 ml) was heated at 50° C. for 30 min. MeOH (20 ml) was added and the resulting solution was heated at 50° C. for another hour then cooled to room temperature, filtered through a pad of celite and concentrated in vacuo. The residue was diluted with saturated aqueous NaHCO3 so...